This data is from the Open Reaction Database (ORD), a public repository of structured organic reaction records. The task is: describe an organic reaction: reactants, conditions, products, and yield Starting materials: TEA, CN (methylamine), O1CCCC1 (tetrahydofuran), [N+](=O)([O-])C1=C(C=CC=C1)S(=O)(=O)Cl (2-nitrobenzene-1-sulfonyl chloride). Run in C(Cl)Cl (DCM), C(Cl)Cl (DCM). Run at time 6 hour. Yields the product CNS(=O)(=O)C1=C(C=CC=C1)[N+](=O)[O-] (N-methyl-2-nitrobenzenesulfonamide). Yield: 80.0%. RXN SMILES: [N+:1]([C:4]1[CH:9]=[CH:8][CH:7]=[CH:6][C:5]=1[S:10](Cl)(=[O:12])=[O:11])([O-:3])=[O:2].[CH3:14][NH2:15].O1CCCC1>C(Cl)Cl>[CH3:14][NH:15][S:10]([C:5]1[CH:6]=[CH:7][CH:8]=[CH:9][C:4]=1[N+:1]([O-:3])=[O:2])(=[O:12])=[O:11]. Reported procedure: A solution of 2-nitrobenzene-1-sulfonyl chloride (4 g, 18.05 mmol) in DCM (60.2 mL) was cooled down to 0° C. with an ice water bath. TEA (7.55 mL, 54.1 mmol) and 2 M methylamine in tetrahydofuran (13.54 mL, 27.1 mmol) were added. The resulting solution was stirred at room temperature for 6 h. The reaction mixture was diluted with DCM, washed with sat. NaHCO3 (2×100 mL), brine (100 mL) and then dried over magnesium sulphate. The solution was filtered before concentrating under reduced pressure, a... Starting materials: BrC1=CC=C(C=C1)C=1OC(=C(N1)CCN1CCCC1)C (2-(4-Bromo-phenyl)-5-methyl-4-(2-pyrrolidin-1-yl-ethyl)-oxazole), CN(C(=O)C1=CC=C(C=C1)B(O)O)C (4-(N,N-dimethylcarbamoyl)phenylboronic acid). The product is CN(C(=O)C1=CC=C(C=C1)C1=CC=C(C=C1)C=1OC(=C(N1)CCN1CCCC1)C)C (4′-[5-Methyl-4-(2-pyrrolidin-1-yl-ethyl)-oxazol-2-yl]-biphenyl-4-carboxylic acid dimethylamide). RXN SMILES: Br[C:2]1[CH:7]=[CH:6][C:5]([C:8]2[O:9][C:10]([CH3:20])=[C:11]([CH2:13][CH2:14][N:15]3[CH2:19][CH2:18][CH2:17][CH2:16]3)[N:12]=2)=[CH:4][CH:3]=1.[CH3:21][N:22]([CH3:34])[C:23]([C:25]1[CH:30]=[CH:29][C:28](B(O)O)=[CH:27][CH:26]=1)=[O:24]>>[CH3:21][N:22]([CH3:34])[C:23]([C:25]1[CH:30]=[CH:29][C:28]([C:2]2[CH:7]=[CH:6][C:5]([C:8]3[O:9][C:10]([CH3:20])=[C:11]([CH2:13][CH2:14][N:15]4[CH2:19][CH2:18][CH2:17][CH2:16]4)[N:12]=3)=[CH:4][CH:3]=2)=[CH:27][CH:26]=1)=[O:24]. Reported procedure: Starting with 2-(4-Bromo-phenyl)-5-methyl-4-(2-pyrrolidin-1-yl-ethyl)-oxazole (See Example 8) and 4-(N,N-dimethylcarbamoyl)phenylboronic acid, follow a procedure significantly analogous to that found in Example 22 to give the titled compound. MS (m/e): 404.3 (M+1)